describe an organic reaction: reactants, conditions, products, and yield From a dataset of the Open Reaction Database (ORD), a public repository of structured organic reaction records. Procedure details: The title compound was prepared as in Example 53B, substituting 1-isopropylpiperazine for 4-cyanobenzylamine and 2-bromo-N-(imidazo[1,2-a]pyridin-7-ylmethyl)thiazole-5-carboxamide for 2-bromo-N-(imidazo[1,2-a]pyridin-6-yl)thiazole-5-carboxamide. 1H NMR (300 MHz, DMSO-d6) δ ppm 8.80 (t, J=5.9 Hz, 1H), 8.48 (d, J=7.1 Hz, 1H), 7.88 (s, 1H), 7.87 (s, 1H), 7.52 (d, J=1.4 Hz, 1H), 7.37 (s, 1H), 6.81 (dd, J=7.1, 1.7 Hz, 1H), 4.42 (d, J=6.1 Hz, 2H), 3.41-3.48 (m, 4H), 2.64-2.79 (m, 1H), 2.51-2.57 (m, 4H... Yields the product N=1C=CN2C1C=C(C=C2)CNC(=O)C2=CN=C(S2)N2CCN(CC2)C(C)C (N-(imidazo[1,2-a]pyridin-7-ylmethyl)-2-[4-(propan-2-yl)piperazin-1-yl]-1,3-thiazole-5-carboxamide). Reactants: C(#N)C1=CC=C(CN)C=C1 (4-cyanobenzylamine), BrC=1SC(=CN1)C(=O)NCC1=CC=2N(C=C1)C=CN2 (2-bromo-N-(imidazo[1,2-a]pyridin-7-ylmethyl)thiazole-5-carboxamide), BrC=1SC(=CN1)C(=O)NC=1C=CC=2N(C1)C=CN2 (2-bromo-N-(imidazo[1,2-a]pyridin-6-yl)thiazole-5-carboxamide). RXN SMILES: C([C:3]1[CH:10]=[CH:9]C(CN)=CC=1)#N.Br[C:12]1[S:13][C:14]([C:17]([NH:19][CH2:20][C:21]2[CH:26]=[CH:25][N:24]3[CH:27]=[CH:28][N:29]=[C:23]3[CH:22]=2)=[O:18])=[CH:15][N:16]=1.BrC1SC(C(NC2C=C[C:42]3[N:43]([CH:45]=[CH:46][N:47]=3)[CH:44]=2)=O)=CN=1>>[N:29]1[CH:28]=[CH:27][N:24]2[CH:25]=[CH:26][C:21]([CH2:20][NH:19][C:17]([C:14]3[S:13][C:12]([N:47]4[CH2:42][CH2:44][N:43]([CH:10]([CH3:9])[CH3:3])[CH2:45][CH2:46]4)=[N:16][CH:15]=3)=[O:18])=[CH:22][C:23]=12. The reactants are CCCCc1ccc(C#Cc2ccc(C=O)cn2)cc1, CC1(C)OC(=O)c2cc(N)ccc2O1. The product is CCCCc1ccc(C#Cc2ccc(CNc3ccc4c(c3)C(=O)OC(C)(C)O4)cn2)cc1. Reaction SMILES: [CH2:1]([CH2:2][CH2:3][CH3:4])[c:5]1[cH:6][cH:7][c:8]([C:11]#[C:12][c:13]2[n:14][cH:15][c:16]([CH:17]=[O:18])[cH:19][cH:20]2)[cH:9][cH:10]1.[NH2:21][c:22]1[cH:23][cH:24][c:25]2[c:26]([cH:34]1)[C:27](=[O:33])[O:28][C:29]([CH3:31])([CH3:32])[O:30]2>>[CH2:1]([CH2:2][CH2:3][CH3:4])[c:5]1[cH:6][cH:7][c:8]([C:11]#[C:12][c:13]2[n:14][cH:15][c:16]([CH2:17][NH:21][c:22]3[cH:23][cH:24][c:25]4[c:26]([cH:34]3)[C:27](=[O:33])[O:28][C:29]([CH3:31])([CH3:32])[O:30]4)[cH:19][cH:20]2)[cH:9][cH:10]1. Reactants: ClC1=CC(CCC1)=O (3-chlorocyclohex-2-en-1-one), N1=CC(=CC=C1)B(O)O (pyridin-3-yl-boronic acid), C([O-])([O-])=O.[Na+].[Na+] (sodium carbonate), aq. solution. Solvent: O1CCOCC1 (dioxane), O (water). Conditions: temperature 95 celsius, time 7 hour. Product: N1=CC(=CC=C1)C1=CC(CCC1)=O (3-pyridin-3-ylcyclohex-2-en-1-one). Reaction SMILES: Cl[C:2]1[CH2:7][CH2:6][CH2:5][C:4](=[O:8])[CH:3]=1.[N:9]1[CH:14]=[CH:13][CH:12]=[C:11](B(O)O)[CH:10]=1.C(=O)([O-])[O-].[Na+].[Na+]>O1CCOCC1.O>[N:9]1[CH:14]=[CH:13][CH:12]=[C:11]([C:2]2[CH2:7][CH2:6][CH2:5][C:4](=[O:8])[CH:3]=2)[CH:10]=1 |f:2.3.4|. Procedure: [1,1′-bis(diphenylphosphino)ferrocene]dichloropalladium-DCM complex (313 mg, 0.383 mmol) was added to a stirred mixture of 8a (500 mg, 3.83 mmol), pyridin-3-yl-boronic acid (565 mg, 4.60 mmol) and sodium carbonate (2.87 mL of a 2M aq. solution, 5.74 mmol) in dioxane (14.0 mL) and water (2.00 mL). The resulting mixture was degassed and heated to 95° C. After 7 h, the reaction mixture was cooled to rt, diluted with EtOAc, filtered through a short column of Celite®, eluting copiously with EtOAc. Th... The reactants are ClC1=CC=C(S1)S(=O)(=O)N(C(C(=O)NCC1=CC(=NC=C1)C1=CC=C(C=C1)OC(F)(F)F)=C)CC (2-[(5-chloro-2-thienyl)sulfonyl-ethyl-amino]N-[[2-[4-(trifluoromethoxy)phenyl]-4-pyridyl]methyl]prop-2-enamide), CCOC(=O)OC(=O)OCC (DEPC), N1(CCCC1)C1=NC(=CC(=C1)CN)C1=CC=C(C=C1)C(F)(F)F ([2-pyrrolidin-1-yl-6-[4-(trifluoromethyl)phenyl]-4-pyridyl]methanamine). The solvent is C1CCOC1 (THF). Conditions: time 8 hour. The product is ClC1=CC=C(S1)S(=O)(=O)N(C(C(=O)NCC1=CC(=NC(=C1)C1=CC=C(C=C1)C(F)(F)F)N1CCCC1)=C)CC (2-[(5-chloro-2-thienyl)sulfonyl-ethyl-amino]-N-[[2-pyrrolidin-1-yl-6-[4-(trifluoromethyl)phenyl]-4-pyridyl]methyl]prop-2-enamide). Isolated yield 25.0%. As a reaction SMILES: [Cl:1][C:2]1[S:6][C:5]([S:7]([N:10]([CH2:34][CH3:35])[C:11](=[CH2:33])[C:12](NCC2C=CN=C(C3C=CC(OC(F)(F)F)=CC=3)C=2)=[O:13])(=[O:9])=[O:8])=[CH:4][CH:3]=1.CCOC(OC(OCC)=O)=O.[N:47]1([C:52]2[CH:57]=[C:56]([CH2:58][NH2:59])[CH:55]=[C:54]([C:60]3[CH:65]=[CH:64][C:63]([C:66]([F:69])([F:68])[F:67])=[CH:62][CH:61]=3)[N:53]=2)[CH2:51][CH2:50][CH2:49][CH2:48]1>C1COCC1>[Cl:1][C:2]1[S:6][C:5]([S:7]([N:10]([CH2:34][CH3:35])[C:11](=[CH2:33])[C:12]([NH:59][CH2:58][C:56]2[CH:55]=[C:54]([C:60]3[CH:65]=[CH:64][C:63]([C:66]([F:69])([F:67])[F:68])=[CH:62][CH:61]=3)[N:53]=[C:52]([N:47]3[CH2:51][CH2:50][CH2:49][CH2:48]3)[CH:57]=2)=[O:13])(=[O:9])=[O:8])=[CH:4][CH:3]=1. Procedure: Acid 7 (295.76 mg, 1 mmol) was dissolved in 10 ml of THF and at rt DEPC (1.1 equiv, 0.15 ml) and [2-pyrrolidin-1-yl-6-[4-(trifluoromethyl)phenyl]-4-pyridyl]methanamine 27A (1.1 equiv., 353.47 mg) were added to the solution. The mixture was stirred at rt overnight then evaporated. The residue was dissolved in AcOEt (30 ml) and washed with water (1×20 ml) and brine. The organic phase was dried over sodium sulfate and concentrated under vacuum. The purification of the crude by chromatographic colum... Reactants: C1(=CC=CC=C1)C(=O)C(C1=CC=CC=C1)Br (desyl bromide), COC1=CC=C(C=C1)\C=N\NC(N)=N (2-[(E)-1-(4-methoxyphenyl) methylidene]-1-hydrazinecarboximidamide). Run in C(C)O (ethanol). Product: COC1=CC=C(C=C1)\C=N\N1C(=NC(=C1C1=CC=CC=C1)C1=CC=CC=C1)N (N1-[(E)-1-(4-methoxyphenyl)methylidene]-4,5-diphenyl -1H-1,2-imidazolediamine). The yield is 68.1%. As a reaction SMILES: [C:1]1([C:7]([CH:9](Br)[C:10]2[CH:15]=[CH:14][CH:13]=[CH:12][CH:11]=2)=O)[CH:6]=[CH:5][CH:4]=[CH:3][CH:2]=1.[CH3:17][O:18][C:19]1[CH:24]=[CH:23][C:22](/[CH:25]=[N:26]/[NH:27][C:28](=[NH:30])[NH2:29])=[CH:21][CH:20]=1>C(O)C>[CH3:17][O:18][C:19]1[CH:24]=[CH:23][C:22](/[CH:25]=[N:26]/[N:27]2[C:7]([C:1]3[CH:6]=[CH:5][CH:4]=[CH:3][CH:2]=3)=[C:9]([C:10]3[CH:15]=[CH:14][CH:13]=[CH:12][CH:11]=3)[N:29]=[C:28]2[NH2:30])=[CH:21][CH:20]=1. Procedure details: A solution of desyl bromide (1.72 g, 6.26 mmol), and 2-[(E)-1-(4-methoxyphenyl) methylidene]-1-hydrazinecarboximidamide (2.4 g, 12.5 mmol) was heated at reflux in ethanol (10 mL) for 2 h. The mixture was cooled at room temperature for additional 10 h, and a yellow precipitate formed. The yellow precipitate was filtered, washed with hot water and recrystallized from ethanol to give N1-[(E)-1-(4-methoxyphenyl)methylidene]-4,5-diphenyl -1H-1,2-imidazolediamine 3 (1.57 g, 68%) as a yellow solid. Starting materials: S1CC(NC2=C1C=CC=C2)=C(C(=O)N)C2=CC=C(C=C2)F (2-(2H-1,4-benzothiazin-3(4H)-ylidene)-2-(4-fluorophenyl) acetamide), CN(C)C=O (DMF), C(C)OC(N(C)C)OCC (dimethylformamide diethyl acetal), COC(N(C)C)N(C)C (methoxy-bis-(dimethylamino) methane). Run in O (water). Reaction conditions: time 4 hour. Yields the product FC1=CC=C(C=C1)C=1C(NC=C2SC3=C(NC21)C=CC=C3)=O (4-(4-fluorophenyl)-5H-pyrido[3,4-b][1,4]benzothiazin-3(2H)-one). Reaction SMILES: [S:1]1[C:6]2[CH:7]=[CH:8][CH:9]=[CH:10][C:5]=2[NH:4][C:3](=[C:11]([C:15]2[CH:20]=[CH:19][C:18]([F:21])=[CH:17][CH:16]=2)[C:12]([NH2:14])=[O:13])[CH2:2]1.[CH3:22]N(C=O)C.C(OC(OCC)N(C)C)C.COC(N(C)C)N(C)C>O>[F:21][C:18]1[CH:17]=[CH:16][C:15]([C:11]2[C:12](=[O:13])[NH:14][CH:22]=[C:2]3[C:3]=2[NH:4][C:5]2[CH:10]=[CH:9][CH:8]=[CH:7][C:6]=2[S:1]3)=[CH:20][CH:19]=1. Procedure: To 4 parts of 2-(2H-1,4-benzothiazin-3(4H)-ylidene)-2-(4-fluorophenyl) acetamide in 80 parts of DMF is added 6 parts dimethylformamide diethyl acetal and the reaction mixture was stirred at room temperature for 2 to 6 hours then heated at 80°-140° C. for 1 to 6 hours. After cooling 6 parts of methoxy-bis-(dimethylamino) methane is added and the reaction mixture then heated at 50° to 80° C. for 2 to 24 hrs. The cooled reaction mixture is then diluted with 40 parts of water and refluxed for 2 to 1... The reactants are N-Ethyl-N-(S)-1-isobutyl-2-ethoxyethyl 3-chloro-4-(3H-2-methylimidazo [4,5-c]pyridylmethyl)benzenesulphonamide, N-ethyl-N-(S)-1-isobutyl-2-ethoxyethyl 3-chloro, N-Ethyl-N-(S)-1-isobutyl-2-ethoxyethyl 3-chloro-4-bromo-methylbenzenesulphonamide, C1(=CC=CC=C1)C(CC1=CC=CC=C1)NS(=O)(=O)C1=CC=C(C=C1)CBr (N-1,2-diphenylethyl 4-bromomethylbenzenesulphonamide). Run in C1CCOC1.CN(C)C=O (THF DMF). Product: C1(=CC=CC=C1)S(=O)(=O)N (benzenesulphonamide). Yield: 1.0%. As a reaction SMILES: C1(C([NH:15][S:16]([C:19]2[CH:24]=[CH:23][C:22](CBr)=[CH:21][CH:20]=2)(=[O:18])=[O:17])CC2C=CC=CC=2)C=CC=CC=1>C1COCC1.CN(C=O)C>[C:19]1([S:16]([NH2:15])(=[O:18])=[O:17])[CH:24]=[CH:23][CH:22]=[CH:21][CH:20]=1 |f:1.2|. Reported procedure: N-Ethyl-N-(S)-1-isobutyl-2-ethoxyethyl 3-chloro-4-(3H-2-methylimidazo [4,5-c]pyridylmethyl)benzenesulphonamide and (B) N-ethyl-N-(S)-1-isobutyl-2-ethoxyethyl 3-chloro-4-(1 H-2-methylimidazo [4,5-c]pyridylmethyl)benzenesulphonamide were prepared by the method of Example 17 utilizing N-Ethyl-N-(S)-1-isobutyl-2-ethoxyethyl 3-chloro-4-bromo-methylbenzenesulphonamide in lieu of N-1,2-diphenylethyl 4-bromomethylbenzenesulphonamide and 3:1 THF/DMF as solvent. The reactants are CN1CCC(=O)CC1, CCO, CC(=O)O, Nc1cc(Cl)c(Cl)cc1-n1cccc1. Product: CN1CCC2(CC1)Nc1cc(Cl)c(Cl)cc1-n1cccc12. RXN SMILES: [CH3:1][N:2]1[CH2:3][CH2:4][C:5](=[O:8])[CH2:6][CH2:7]1.[CH3:27][CH2:28][OH:29].[CH3:9][C:10](=[O:11])[OH:12].[NH2:13][c:14]1[c:15](-[n:22]2[cH:23][cH:24][cH:25][cH:26]2)[cH:16][c:17]([Cl:21])[c:18]([Cl:20])[cH:19]1>>[CH3:1][N:2]1[CH2:3][CH2:4][C:5]2([CH2:6][CH2:7]1)[NH:13][c:14]1[c:15]([cH:16][c:17]([Cl:21])[c:18]([Cl:20])[cH:19]1)-[n:22]1[cH:23][cH:24][cH:25][c:26]12. Starting materials: solution, C(CCC)[Li] (n-butyl lithium), C(C1=CC=CC=C1)OC1=C(C=CC=C1)CC(=O)OC (Methyl (2-benzyloxyphenyl)acetate), C(C)(C)NC(C)C (diisopropylamine), C1(CCCCC1)C=O (Cyclohexanecarbaldehyde). Solvent: CCCCCC (n-hexane), O1CCCC1 (tetrahydrofuran). Reaction conditions: temperature 0 celsius, time 30 minute. The product is C(C1=CC=CC=C1)OC1=C(C=CC=C1)C(C(=O)OC)C(O)C1CCCCC1 (methyl (2RS,3RS)-2-(2-benzyloxyphenyl)-3-cyclohexyl-3-hydroxypropionate). The yield is 36.3%. As a reaction SMILES: C(NC(C)C)(C)C.C([Li])CCC.[CH2:13]([O:20][C:21]1[CH:26]=[CH:25][CH:24]=[CH:23][C:22]=1[CH2:27][C:28]([O:30][CH3:31])=[O:29])[C:14]1[CH:19]=[CH:18][CH:17]=[CH:16][CH:15]=1.[CH:32]1([CH:38]=[O:39])[CH2:37][CH2:36][CH2:35][CH2:34][CH2:33]1>O1CCCC1.CCCCCC>[CH2:13]([O:20][C:21]1[CH:26]=[CH:25][CH:24]=[CH:23][C:22]=1[CH:27]([CH:38]([CH:32]1[CH2:37][CH2:36][CH2:35][CH2:34][CH2:33]1)[OH:39])[C:28]([O:30][CH3:31])=[O:29])[C:14]1[CH:15]=[CH:16][CH:17]=[CH:18][CH:19]=1. Procedure details: To a dry ice-acetone bath cooled solution of diisopropylamine (4.84 g) in tetrahydrofuran (100 ml) was added a 1.61M solution of n-butyl lithium in n-hexane (24.8 ml) and the mixture was stirred for 30 minutes at the same temperature. Methyl (2-benzyloxyphenyl)acetate (5.12 g) was added and the mixture was stirred at −70° C. for 30 minutes and allowed to warm to 0° C. Cyclohexanecarbaldehyde (2.24 g) was added and the solution was stirred for 30 minutes. The reaction mixture was quenched by 1N a... Starting materials: C(C)OC(CC([C@@H]1CC[C@H](CC1)CCC)=O)=O (3-oxo-3-(trans-4-propyl-cyclohexyl)-propionic acid ethyl ester), [BH4-].[Na+] (sodium borohydride). Solvent: C(C)O (ethanol), C(C)O (ethanol). Run at time 5 hour. Product: C(CC)[C@@H]1CC[C@H](CC1)C(CCO)O (1-(trans-4-propyl-cyclohexyl)-propane-1,3-diol). Yield: 73.6%. RXN SMILES: C([O:3][C:4](=O)[CH2:5][C:6](=[O:16])[C@H:7]1[CH2:12][CH2:11][C@H:10]([CH2:13][CH2:14][CH3:15])[CH2:9][CH2:8]1)C.[BH4-].[Na+]>C(O)C>[CH2:13]([C@H:10]1[CH2:11][CH2:12][C@H:7]([CH:6]([OH:16])[CH2:5][CH2:4][OH:3])[CH2:8][CH2:9]1)[CH2:14][CH3:15] |f:1.2|. Reported procedure: An ethanol (300 ml) solution of (3-oxo-3-(trans-4-propyl-cyclohexyl)-propionic acid ethyl ester (3) (220.0 g) prepared in the second step was added dropwise at 50° C. or lower to a suspension of sodium borohydride (45 g) in ethanol (500 ml), in a reaction vessel under an atmosphere of nitrogen, and the stirring was continued at room temperature for 5 hours. The reaction mixture was quenched with water (1,000 ml), to which ethyl acetate (500 ml) was added to give two layers The water layer was ex...